Dataset: the Open Reaction Database (ORD), a public repository of structured organic reaction records. Task: describe an organic reaction: reactants, conditions, products, and yield The reactants are C(O)CN (Ethanolamine), O=C=NC1CC(CN=C=O)(CC(C1)(C)C)C (isophorone diisocyanate), C(O)CN (ethanolamine). Solvent: glycol ether ester. Run at temperature 90 celsius, time 3 hour. Yields the product NC(=O)OCC.NC(=O)N.[N-]=C=O.[N-]=C=O (Diisocyanate Urea Urethane). As a reaction SMILES: [CH2:1]([CH2:3][NH2:4])[OH:2].[O:5]=[C:6]=[N:7]C1CC(C)(C)CC(C)(C[N:12]=[C:13]=[O:14])C1>>[NH2:7][C:6]([O:2][CH2:1][CH3:3])=[O:5].[NH2:12][C:13]([NH2:4])=[O:14].[N-:7]=[C:6]=[O:5].[N-:7]=[C:6]=[O:5] |f:2.3.4.5|. Procedure details: Ethanolamine, 30.5 g, is added over a 5-10 minute period to half-blocked isophorone diisocyanate, 380 g, prepared according to Example I. During addition of the ethanolamine, the reaction mixture was maintained at a temperature of 90° C. After addition was completed, the reaction mixture was stirred for 3 hours, was then diluted with the glycol ether ester solvent Ektasolve E.P. (trademark, Eastman Kodak Company, Rochester, N.Y.), 20. g, and was then stored. The product oligomer was chcterized b... Starting materials: CNC(CC1=C(C=CC=C1)NC(C(C)(C)C)=O)C=1SC=CC1 (N-[2-[2-methylamino-2-(2-thienyl)ethyl]phenyl]-2,2-dimethylpropanamide). The solvent is Cl (hydrochloric acid). Yields the product NC1=C(C=CC=C1)CC(NC)C=1SC=CC1 (2-amino-N-methyl-α-(2-thienyl)benzeneethanamine). The yield is 72.0%. RXN SMILES: [CH3:1][NH:2][CH:3]([C:18]1[S:19][CH:20]=[CH:21][CH:22]=1)[CH2:4][C:5]1[CH:10]=[CH:9][CH:8]=[CH:7][C:6]=1[NH:11]C(=O)C(C)(C)C>Cl>[NH2:11][C:6]1[CH:7]=[CH:8][CH:9]=[CH:10][C:5]=1[CH2:4][CH:3]([C:18]1[S:19][CH:20]=[CH:21][CH:22]=1)[NH:2][CH3:1]. Procedure: A stirred suspension of 11.28 g of N-[2-[2-methylamino-2-(2-thienyl)ethyl]phenyl]-2,2-dimethylpropanamide in 100 ml of 6N hydrochloric acid was refluxed under nitrogen for 8 hours. The mixture was cooled, decanted over crushed ice and water (200 ml), basified by the addition of 50% sodium hydroxide solution, and extracted with dichloromethane (3×150 ml). The combined extract was dried over anhydrous sodium sulfate, filtered, and concentrated to an oil. The oil was purified by means of HPLC on a ... Reactants: CCOCCO, Cc1ccnc(F)c1, NN, O. Product: Cc1ccnc(NN)c1. Reaction SMILES: [CH2:12]([O:13][CH2:14][CH2:15][OH:16])[CH3:17].[F:1][c:2]1[n:3][cH:4][cH:5][c:6]([CH3:8])[cH:7]1.[NH2:10][NH2:11].[OH2:9]>>[c:2]1([NH:10][NH2:11])[n:3][cH:4][cH:5][c:6]([CH3:8])[cH:7]1. The reactants are C(C)(=O)C1=CC=C(CCNS(=O)(=O)C2=CC=C(C=C2)Br)C=C1 (4-Bromobenzenesulphonic acid(4-acetylphenethylamide)), CO (methanol), [BH4-].[Na+] (sodium borohydride). Solvent: C(C)O (ethanol). Conditions: time 2 hour. Yields the product OC(C)C1=CC=C(CCNS(=O)(=O)C2=CC=C(C=C2)Br)C=C1 (4-Bromobenzenesulphonic acid-4--(1-hydroxyethyl)-phenethylamide). As a reaction SMILES: [C:1]([C:4]1[CH:22]=[CH:21][C:7]([CH2:8][CH2:9][NH:10][S:11]([C:14]2[CH:19]=[CH:18][C:17]([Br:20])=[CH:16][CH:15]=2)(=[O:13])=[O:12])=[CH:6][CH:5]=1)(=[O:3])[CH3:2].CO.[BH4-].[Na+]>C(O)C>[OH:3][CH:1]([C:4]1[CH:5]=[CH:6][C:7]([CH2:8][CH2:9][NH:10][S:11]([C:14]2[CH:19]=[CH:18][C:17]([Br:20])=[CH:16][CH:15]=2)(=[O:13])=[O:12])=[CH:21][CH:22]=1)[CH3:2] |f:2.3|. Procedure: 11.4 g. (29.8 mmole) 4-Bromobenzenesulphonic acid(4-acetylphenethylamide) are dissolved in a mixture of 40 ml. methanol and 100 ml. ethanol and 0.85 g. (22.4 mmole) sodium borohydride then added portionwise thereto at 0° C. Subsequently, the reaction mixture is stirred at ambient temperature for 2 hours and then evaporated in a vacuum. After the addition of dilute hydrochloric acid, the reaction mixture is shaken out with methylene chloride and the methylene chloride phase is dried with anhydrou... Starting materials: solution, C(CCC)[Li] (n-butyllithium), C1=C2C=C3N(C2=CC=C1)CC(CC3)C(=O)OCC (ethyl 6,7,8,9-tetrahydropyrido[1,2-a]indole-7-carboxylate), BrCC(=O)OCC (ethyl bromoacetate), C(C)(C)NC(C)C (diisopropylamine). Solvent: CCCCCC (n-hexane), C1CCOC1 (THF), C1CCOC1 (THF). Conditions: time 10 minute. Yields the product C(C)OC(=O)C1(CCC=2N(C3=CC=CC=C3C2)C1)CC(=O)OCC (ethyl 7-(ethoxycarbonyl)-6,7,8,9-tetrahydropyrido-[1,2-a]indole-7-acetate). Reaction SMILES: C(NC(C)C)(C)C.C([Li])CCC.[CH:13]1[CH:21]=[CH:20][CH:19]=[C:18]2[C:14]=1[CH:15]=[C:16]1[CH2:25][CH2:24][CH:23]([C:26]([O:28][CH2:29][CH3:30])=[O:27])[CH2:22][N:17]12.Br[CH2:32][C:33]([O:35][CH2:36][CH3:37])=[O:34]>C1COCC1.CCCCCC>[CH2:29]([O:28][C:26]([C:23]1([CH2:32][C:33]([O:35][CH2:36][CH3:37])=[O:34])[CH2:22][N:17]2[C:18]3[C:14]([CH:15]=[C:16]2[CH2:25][CH2:24]1)=[CH:13][CH:21]=[CH:20][CH:19]=3)=[O:27])[CH3:30]. Procedure: A stirred solution of 2.52 ml of diisopropylamine in 20 ml of THF was cooled in a bath at -78° C. under an argon atmosphere and treated with 11.25 ml of a 1.6M solution of n-butyllithium in n-hexane. The mixture was treated with a solution of 2.85 g of ethyl 6,7,8,9-tetrahydropyrido[1,2-a]indole-7-carboxylate in 80 ml of THF. After 10 minutes, 1.46 ml of ethyl bromoacetate were added and the cooling bath was removed. The mixture was stirred and then diluted with diethyl ether. The solution was w... The reactants are ClS(=O)(=O)C=1C=C(C(=O)O)C=CC1 (3-(chlorosulfonyl)benzoic acid), C(C)NCC (diethylamine), Cl (HCl). Solvent: C(Cl)Cl (CH2Cl2). Run at temperature 0 celsius, time 3 hour. Product: C(C)N(S(=O)(=O)C=1C=C(C(=O)O)C=CC1)CC (3-(N,N-Diethylaminosulfonyl)benzoic Acid). RXN SMILES: Cl[S:2]([C:5]1[CH:6]=[C:7]([CH:11]=[CH:12][CH:13]=1)[C:8]([OH:10])=[O:9])(=[O:4])=[O:3].[CH2:14]([NH:16][CH2:17][CH3:18])[CH3:15].Cl>C(Cl)Cl>[CH2:14]([N:16]([CH2:17][CH3:18])[S:2]([C:5]1[CH:6]=[C:7]([CH:11]=[CH:12][CH:13]=1)[C:8]([OH:10])=[O:9])(=[O:4])=[O:3])[CH3:15]. Procedure details: To a solution of 3-(chlorosulfonyl)benzoic acid (1.02 g, 4.62 mmol) in CH2Cl2 (100 mL) at 0° C. was added diethylamine (2.4 mL, 23 mmol). The resulting mixture was stirred at 0° C. for 3 h then worked up by adding 2N aqueous HCl and extracting 3× with EtOAc. The combined organic was washed with brine then dried over MgSO4 and concentrated under reduced pressure. The residue was used without further purification. The reactants are CS(=O)(=O)c1ccc(SCC(F)(F)F)c(C(=O)O)c1, Cl, FC(F)(F)c1cnc(N2CCNCC2)s1. Product: CS(=O)(=O)c1ccc(SCC(F)(F)F)c(C(=O)N2CCN(c3ncc(C(F)(F)F)s3)CC2)c1. Reaction SMILES: [CH3:1][S:2](=[O:3])(=[O:4])[c:5]1[cH:6][cH:7][c:8]([S:14][CH2:15][C:16]([F:17])([F:18])[F:19])[c:9]([C:10](=[O:11])[OH:12])[cH:13]1.[ClH:20].[F:21][C:22]([c:23]1[cH:24][n:25][c:26]([N:28]2[CH2:29][CH2:30][NH:31][CH2:32][CH2:33]2)[s:27]1)([F:34])[F:35]>>[CH3:1][S:2](=[O:3])(=[O:4])[c:5]1[cH:6][cH:7][c:8]([S:14][CH2:15][C:16]([F:17])([F:18])[F:19])[c:9]([C:10](=[O:12])[N:31]2[CH2:30][CH2:29][N:28]([c:26]3[n:25][cH:24][c:23]([C:22]([F:21])([F:34])[F:35])[s:27]3)[CH2:33][CH2:32]2)[cH:13]1. Starting materials: C(C)(C)(C)OC(=O)N(CCN([C@H]1COC2=C(C=3N(C1)C=1C=C(C=CC1C3C3CCCCC3)C(=O)OC)C=CC(=C2)OCC2=NC=CC=C2)C)C (methyl (7R)-7-[{2-[(tert-butoxycarbonyl)(methyl)amino]-ethyl}(methyl)amino]-14-cyclohexyl-3-(pyridin-2-ylmethoxy)-7,8-dihydro-6H-indolo[1,2-e][1,5]benzoxazocine-11-carboxylate), [OH-].[K+] (KOH), Cl (HCl). The solvent is O1CCOCC1 (dioxane). Conditions: temperature 60 celsius. The product is C(C)(C)(C)OC(=O)N(CCN([C@H]1COC2=C(C=3N(C1)C=1C=C(C=CC1C3C3CCCCC3)C(=O)O)C=CC(=C2)OCC2=NC=CC=C2)C)C ((7R)-7-[{2-[(tert-butoxycarbonyl) (methyl)amino]ethyl}(methyl)amino]-14-cyclohexyl-3-(pyridin-2-ylmethoxy)-7,8-dihydro-6H-indolo[1,2-e][1,5]benzoxazocine-11-carboxylic acid). Reaction SMILES: [C:1]([O:5][C:6]([N:8]([CH3:50])[CH2:9][CH2:10][N:11]([CH3:49])[C@@H:12]1[CH2:19][N:18]2[C:20]3[CH:21]=[C:22]([C:33]([O:35]C)=[O:34])[CH:23]=[CH:24][C:25]=3[C:26]([CH:27]3[CH2:32][CH2:31][CH2:30][CH2:29][CH2:28]3)=[C:17]2[C:16]2[CH:37]=[CH:38][C:39]([O:41][CH2:42][C:43]3[CH:48]=[CH:47][CH:46]=[CH:45][N:44]=3)=[CH:40][C:15]=2[O:14][CH2:13]1)=[O:7])([CH3:4])([CH3:3])[CH3:2].[OH-].[K+].Cl>O1CCOCC1>[C:1]([O:5][C:6]([N:8]([CH3:50])[CH2:9][CH2:10][N:11]([CH3:49])[C@@H:12]1[CH2:19][N:18]2[C:20]3[CH:21]=[C:22]([C:33]([OH:35])=[O:34])[CH:23]=[CH:24][C:25]=3[C:26]([CH:27]3[CH2:28][CH2:29][CH2:30][CH2:31][CH2:32]3)=[C:17]2[C:16]2[CH:37]=[CH:38][C:39]([O:41][CH2:42][C:43]3[CH:48]=[CH:47][CH:46]=[CH:45][N:44]=3)=[CH:40][C:15]=2[O:14][CH2:13]1)=[O:7])([CH3:4])([CH3:3])[CH3:2] |f:1.2|. Procedure details: To the solution of methyl (7R)-7-[{2-[(tert-butoxycarbonyl)(methyl)amino]-ethyl}(methyl)amino]-14-cyclohexyl-3-(pyridin-2-ylmethoxy)-7,8-dihydro-6H-indolo[1,2-e][1,5]benzoxazocine-11-carboxylate in dioxane (0.1 M) was added 2M KOH solution (3 eq). The mixture was warmed to 60° C. After 4 days the mixture was neutralised by addition of 1N HCl and all volatiles were evaporated in vacuo. The residual material was dried in vacuo and used without further purification. (ES+) m/z 669 (M+H)+. Starting materials: O (Water), [OH-].[K+] (potassium hydroxide), CC(=CC#N)CCCC(CCCC(CCCC(C)C)C)C (3,7,11,15-tetramethylhexadec-2-ene-1-nitrile), C(C)O (ethanol). Conditions: temperature 80 celsius, time 18 hour. Product: CC(=CCC(=O)O)CCCC(CCCC(CCCC(C)C)C)C (4,8,12,16-tetramethylheptadec-3-enoic acid). Reaction SMILES: [OH2:1].[OH-].[K+].[CH3:4][C:5]([CH2:9][CH2:10][CH2:11][CH:12]([CH3:24])[CH2:13][CH2:14][CH2:15][CH:16]([CH3:23])[CH2:17][CH2:18][CH2:19][CH:20]([CH3:22])[CH3:21])=[CH:6][C:7]#N.[CH2:25]([OH:27])C>>[CH3:4][C:5]([CH2:9][CH2:10][CH2:11][CH:12]([CH3:24])[CH2:13][CH2:14][CH2:15][CH:16]([CH3:23])[CH2:17][CH2:18][CH2:19][CH:20]([CH3:22])[CH3:21])=[CH:6][CH2:7][C:25]([OH:27])=[O:1] |f:1.2|. Procedure: Water (115 mL) and 35.5 g (0.63 mol) of potassium hydroxide were added to a solution of 77 g (0.25 mol) of 3,7,11,15-tetramethylhexadec-2-ene-1-nitrile in ethanol (345 mL). The solution was stirred for 18 hours at 80° C. The reaction mixture was concentrated, and neutralized with 3M hydrochloric acid, and then extracted with ethyl acetate. The extract was washed with saturated brine, and dried over sodium sulfate. After filtration, the filtrate was concentrated to obtain 88 g of 4,8,12,16-tetram... Starting materials: C(C)(=O)OC(C)=O (acetic anhydride), ClC1=NC=C(C=C1)[N+](=O)[O-] (2-chloro-5-nitropyridine), C1(\C=C/C(=O)O1)=O (maleic anhydride), O.NN (hydrazine hydrate), C(=O)(OC(C)(C)C)OC(=O)OC(C)(C)C (di-tert-butyl dicarbonate). Reagents/catalysts: C(C)(=O)[O-].[Co+2].C(C)(=O)[O-] (cobalt acetate), [Pd] (palladium on charcoal). The product is Cl.C1(C=CC(N1C=1C=CC(=NC1)NN)=O)=O (5-Maleimidyl-2-Hydrazinopyridine Hydrochloride). As a reaction SMILES: [Cl:1][C:2]1[CH:7]=[CH:6][C:5]([N+:8]([O-])=O)=[CH:4][N:3]=1.O.[NH2:12][NH2:13].C(OC(OC(C)(C)C)=O)(OC(C)(C)C)=O.[C:29]1(=[O:35])O[C:32](=[O:33])[CH:31]=[CH:30]1.C(OC(=O)C)(=O)C>[Pd].C([O-])(=O)C.[Co+2].C([O-])(=O)C>[ClH:1].[C:29]1(=[O:35])[N:8]([C:5]2[CH:6]=[CH:7][C:2]([NH:12][NH2:13])=[N:3][CH:4]=2)[C:32](=[O:33])[CH:31]=[CH:30]1 |f:1.2,7.8.9,10.11|. Procedure details: 2-chloro-5-nitropyridine, hydrazine hydrate, di-tert-butyl dicarbonate, 10% palladium on charcoal, maleic anhydride, cobalt acetate and acetic anhydride were purchased from Aldrich Chemicals (Milwaukee, Wi.).